This data is from the Open Reaction Database (ORD), a public repository of structured organic reaction records. The task is: describe an organic reaction: reactants, conditions, products, and yield The reactants are C(CCC)[Li] (butyllithium), [Br-].C(C1=CC=CC=C1)OCCC[P+](C1=CC=CC=C1)(C1=CC=CC=C1)C1=CC=CC=C1 ((3-benzyloxypropyl)triphenylphosphonium bromide), O1CC(=CCC1)C=O (5,6-dihydro-2H-pyran-3-carbaldehyde). Solvent: O1CCCC1 (tetrahydrofuran), O1CCCC1 (tetrahydrofuran). Reaction conditions: temperature 0 celsius, time 30 minute. The product is C1(=CC=CC=C1)COCCC=CC1=CCCOC1 (5-{4-[(Phenylmethyl)oxy]-1-buten-1-yl}-3,6-dihydro-2H-pyran). Isolated yield 41.4%. RXN SMILES: [Br-].[CH2:2]([O:9][CH2:10][CH2:11][CH2:12][P+](C1C=CC=CC=1)(C1C=CC=CC=1)C1C=CC=CC=1)[C:3]1[CH:8]=[CH:7][CH:6]=[CH:5][CH:4]=1.C([Li])CCC.[O:37]1[CH2:42][CH2:41][CH:40]=[C:39]([CH:43]=O)[CH2:38]1>O1CCCC1>[C:3]1([CH2:2][O:9][CH2:10][CH2:11][CH:12]=[CH:43][C:39]2[CH2:38][O:37][CH2:42][CH2:41][CH:40]=2)[CH:4]=[CH:5][CH:6]=[CH:7][CH:8]=1 |f:0.1|. Procedure details: To a suspension of (3-benzyloxypropyl)triphenylphosphonium bromide (9.90 g) in dry tetrahydrofuran (30.5 ml) at −15° C. was added butyllithium (8.06 ml, 2.5M in hexanes) dropwise to give a dark orange solution. The reaction temperature was increased to 0° C. and stirring was continued for 30 minutes. A solution of 5,6-dihydro-2H-pyran-3-carbaldehyde (2.26 g) in dry tetrahydrofuran (3 ml) was added dropwise at 0° C. The reaction mixture was stirred at room temperature for 20 hours. The reaction m... Starting materials: CCc1cc(C(=O)Cl)on1, ClCCl, Cl, Nc1ccccc1, O. The product is CCc1cc(C(=O)Nc2ccccc2)on1. As a reaction SMILES: [CH2:8]([CH3:9])[c:10]1[n:11][o:12][c:13]([C:15](=[O:16])[Cl:17])[cH:14]1.[Cl:20][CH2:21][Cl:22].[ClH:19].[NH2:1][c:2]1[cH:3][cH:4][cH:5][cH:6][cH:7]1.[OH2:18]>>[NH:1]([c:2]1[cH:3][cH:4][cH:5][cH:6][cH:7]1)[C:15]([c:13]1[o:12][n:11][c:10]([CH2:8][CH3:9])[cH:14]1)=[O:16]. Starting materials: COC=1C=C(C=CC1)CCC(O)C1=CC=CC=C1 (3-(3-methoxypheny)-1-phenylpropanol), C1(=CC=CC=C1)P(C1=CC=CC=C1)C1=CC=CC=C1 (triphenylphosphine), CCOC(=O)/N=N/C(=O)OCC (diethylazodicarboxylate), C1(=CC=CC=C1)P(=O)(C1=CC=CC=C1)N=[N+]=[N-] (diphenylphosphoryl azide). Run in C1CCOC1 (THF). Run at time 20 hour. The product is N(=[N+]=[N-])C(CCC1=CC(=CC=C1)OC)C1=CC=CC=C1 (1-azido-3-(3-methoxyphenyl)-1-phenylpropane). As a reaction SMILES: [CH3:1][O:2][C:3]1[CH:4]=[C:5]([CH2:9][CH2:10][CH:11]([C:13]2[CH:18]=[CH:17][CH:16]=[CH:15][CH:14]=2)O)[CH:6]=[CH:7][CH:8]=1.C1(P(C2C=CC=CC=2)C2C=CC=CC=2)C=CC=CC=1.CCOC(/N=N/C(OCC)=O)=O.C1(P([N:64]=[N+:65]=[N-:66])(C2C=CC=CC=2)=O)C=CC=CC=1>C1COCC1>[N:64]([CH:11]([C:13]1[CH:18]=[CH:17][CH:16]=[CH:15][CH:14]=1)[CH2:10][CH2:9][C:5]1[CH:6]=[CH:7][CH:8]=[C:3]([O:2][CH3:1])[CH:4]=1)=[N+:65]=[N-:66]. Procedure details: To a solution of the product from Step A (1.36 g, 5.6 mmol) in 20 mL of THF at 0° C. under Ar was added triphenylphosphine (1.8 g, 6.9 mmol), diethylazodicarboxylate (1.12 mL, 6.9 mmol) and diphenylphosphoryl azide (1.52 mL, 6.9 mmol). The ice-bath was removed and the reaction mixture was stirred at ambient temperature for 20 hours. The reaction was concentrated in vacuo and purified by silica gel chromatography (2% EtOAc/Hexane) to provide the desired product as a nearly colorless gum. Reactants: [S-]CCCC.[Na+] (sodium thiobutoxide), N-hydrochloric acid, C(CCC)S (butanethiol), [H-].[Na+] (sodium hydride), C(C)(=O)O[C@@H]1[C@]2(C)[C@@H](CC1)[C@@H]1[C@@H](CC=3C=C(C=CC3[C@H]1CC2)OC(C2=CC=CC=C2)=O)CCCCCCCCCCCOS(=O)(=O)C (17β-acetoxy-3-benzoyloxy-7α-(11-methanesulphonyloxyundecyl)oestra-1,3,5(10)-triene). Solvent: O1CCCC1 (tetrahydrofuran), O1CCCC1 (tetrahydrofuran). Reaction conditions: time 1 hour. Yields the product C(CCC)SCCCCCCCCCCC[C@H]1[C@H]2[C@@H]3CC[C@@H]([C@@]3(C)CC[C@@H]2C=2C=CC(=CC2C1)O)O (7α-(11-n-butylthioundecyl)oestra-1,3,5(10)-triene-3,17β-diol). Reaction SMILES: [S-:1][CH2:2][CH2:3][CH2:4][CH3:5].[Na+].C(S)CCC.[H-].[Na+].C([O:17][C@H:18]1[CH2:23][CH2:22][C@H:21]2[C@H:24]3[C@H:33]([CH2:34][CH2:35][C@:19]12[CH3:20])[C:32]1[CH:31]=[CH:30][C:29]([O:36]C(=O)C2C=CC=CC=2)=[CH:28][C:27]=1[CH2:26][C@H:25]3[CH2:45][CH2:46][CH2:47][CH2:48][CH2:49][CH2:50][CH2:51][CH2:52][CH2:53][CH2:54][CH2:55]OS(C)(=O)=O)(=O)C>O1CCCC1>[CH2:2]([S:1][CH2:55][CH2:54][CH2:53][CH2:52][CH2:51][CH2:50][CH2:49][CH2:48][CH2:47][CH2:46][CH2:45][C@@H:25]1[CH2:26][C:27]2[CH:28]=[C:29]([OH:36])[CH:30]=[CH:31][C:32]=2[C@@H:33]2[C@@H:24]1[C@H:21]1[C@@:19]([CH2:35][CH2:34]2)([CH3:20])[C@@H:18]([OH:17])[CH2:23][CH2:22]1)[CH2:3][CH2:4][CH3:5] |f:0.1,3.4|. Reported procedure: A solution of sodium thiobutoxide [generated from butanethiol (0.045 g.) and a 60% dispersion of sodium hydride in mineral oil (0.02 g.)] in tetrahydrofuran (2 ml.) was added to a solution of 17β-acetoxy-3-benzoyloxy-7α-(11-methanesulphonyloxyundecyl)oestra-1,3,5(10)-triene (Example 24; 0.078 g.) in tetrahydrofuran (1 ml.) and the mixture was kept for 1 hour at laboratory temperature, neutralised with aqueous N-hydrochloric acid and extracted three times with ethyl acetate (10 ml. each time). Th... Starting materials: [H-].[Na+] (sodium hydride), Cl.ClCCN1CCCCC1 (N-(2-chloroethyl)piperidine hydrochloride), CN1C=2C(C(NC3=C1C=CC=C3)=O)=CSC2 (4,9-dihydro-4-methyl-10H-thieno[3,4-b][1,5]benzodiazepin-10-one). The solvent is CN(C=O)C (dimethylformamide). Run at time 18 hour. Yields the product CN1C=2C(C(N(C3=C1C=CC=C3)CCN3CCCCC3)=O)=CSC2 (4,9-Dihydro-4-methyl-9-(2-piperidinoethyl)-10H-thieno[3,4-b][1,5]benzodiazepin-10-one). RXN SMILES: [H-].[Na+].Cl.Cl[CH2:5][CH2:6][N:7]1[CH2:12][CH2:11][CH2:10][CH2:9][CH2:8]1.[CH3:13][N:14]1[C:20]2[CH:21]=[CH:22][CH:23]=[CH:24][C:19]=2[NH:18][C:17](=[O:25])[C:16]2=[CH:26][S:27][CH:28]=[C:15]12>CN(C)C=O>[CH3:13][N:14]1[C:20]2[CH:21]=[CH:22][CH:23]=[CH:24][C:19]=2[N:18]([CH2:5][CH2:6][N:7]2[CH2:12][CH2:11][CH2:10][CH2:9][CH2:8]2)[C:17](=[O:25])[C:16]2=[CH:26][S:27][CH:28]=[C:15]12 |f:0.1,2.3|. Reported procedure: A mixture of 0.31 g. of 55% sodium hydride-mineral oil dispersion and 0.65 g. of N-(2-chloroethyl)piperidine hydrochloride in 25 ml. of dry dimethylformamide is stirred at room temperature for 0.5 hours. To the mixture is added 0.40 g. of 4,9-dihydro-4-methyl-10H-thieno[3,4-b][1,5]benzodiazepin-10-one and stirring is continued for 18 hours. The reaction mixture is cooled, quenched with water and extracted with chloroform. The dried chloroform extracts are concentrated to an oil which is purified... The reactants are CC(C)(C)Oc1cncc(CCN2CCC(COc3ccccc3F)CC2)n1, CCOC(C)=O, CCOC(C)=O, ClCCl, Cl, [Na+], [Na+], O=C([O-])[O-]. The product is O=c1cncc(CCN2CCC(COc3ccccc3F)CC2)[nH]1. As a reaction SMILES: [C:1]([CH3:2])([CH3:3])([CH3:4])[O:5][c:6]1[n:7][c:8]([CH2:12][CH2:13][N:14]2[CH2:15][CH2:16][CH:17]([CH2:20][O:21][c:22]3[c:23]([F:28])[cH:24][cH:25][cH:26][cH:27]3)[CH2:18][CH2:19]2)[cH:9][n:10][cH:11]1.[C:44]([O:45][CH2:46][CH3:47])(=[O:48])[CH3:49].[CH3:38][CH2:39][O:40][C:41](=[O:42])[CH3:43].[Cl:35][CH2:36][Cl:37].[ClH:50].[Na+:29].[Na+:30].[O-:31][C:32](=[O:33])[O-:34]>>[O:5]=[c:6]1[nH:7][c:8]([CH2:12][CH2:13][N:14]2[CH2:15][CH2:16][CH:17]([CH2:20][O:21][c:22]3[c:23]([F:28])[cH:24][cH:25][cH:26][cH:27]3)[CH2:18][CH2:19]2)[cH:9][n:10][cH:11]1.